The task is: describe an organic reaction: reactants, conditions, products, and yield. This data is from the Open Reaction Database (ORD), a public repository of structured organic reaction records. Starting materials: Cc1ccccc1, COCC(Cl)C=O, NCCl. Yields the product COCC(C=O)NCCl. Reaction SMILES: [CH3:11][c:12]1[cH:13][cH:14][cH:15][cH:16][cH:17]1.[Cl:1][CH:2]([CH:3]=[O:4])[CH2:5][O:6][CH3:7].[Cl:8][CH2:9][NH2:10]>>[CH:2]([CH:3]=[O:4])([CH2:5][O:6][CH3:7])[NH:10][CH2:9][Cl:8]. Reactants: CC(C)(C)OC(=O)C=1NC(NC1C)=O (2,3-Dihydro-5-methyl-2-oxo-1H-imidazole-4-carboxylic acid 1,1-dimethylethyl ester), FC(C(=O)O)(F)F (trifluoroacetic acid). Run at time 20 minute. Yields the product CC1=C(NC(N1)=O)C(=O)O (2,3-Dihydro-5-methyl-2-oxo-1H-imidazole-4-carboxylic acid). As a reaction SMILES: CC([O:5][C:6]([C:8]1[NH:9][C:10](=[O:14])[NH:11][C:12]=1[CH3:13])=[O:7])(C)C.FC(F)(F)C(O)=O>>[CH3:13][C:12]1[NH:11][C:10](=[O:14])[NH:9][C:8]=1[C:6]([OH:7])=[O:5]. Procedure: 2,3-Dihydro-5-methyl-2-oxo-1H-imidazole-4-carboxylic acid 1,1-dimethylethyl ester (110.1 g, 0.556 mol) is added in portions to stirred trifluoroacetic acid (500g). After stirring the resulting mixture at room temperature for 20 minutes the suspension is evaporated in vacuo. The solid residue is mixed with water (700 mL), the mixture filtered, and the solid residue washed with an additional portion of water (700 mL). The filter cake is then dried for 1.5 hr at ca. 105° C., then overnight at room ... Product: COc1ccc(F)cc1C(O)c1cnccc1-c1cccc(C#N)c1. As a reaction SMILES: [Br-:17].[CH2:28]1[O:29][CH2:30][CH2:31][CH2:32]1.[CH:1](=[O:2])[c:3]1[cH:4][n:5][cH:6][cH:7][c:8]1-[c:9]1[cH:10][c:11]([C:12]#[N:13])[cH:14][cH:15][cH:16]1.[F:18][c:19]1[cH:20][c:21]([Mg+:27])[c:22]([O:25][CH3:26])[cH:23][cH:24]1>>[CH:1]([OH:2])([c:3]1[cH:4][n:5][cH:6][cH:7][c:8]1-[c:9]1[cH:10][c:11]([C:12]#[N:13])[cH:14][cH:15][cH:16]1)[c:21]1[cH:20][c:19]([F:18])[cH:24][cH:23][c:22]1[O:25][CH3:26]. The reactants are [Br-], C1CCOC1, N#Cc1cccc(-c2ccncc2C=O)c1, COc1ccc(F)cc1[Mg+]. Reactants: CC1=C(C(=CC(=C1)C)C)CO ((2,4,6-Trimethyl-phenyl)-methanol), [H-].[Na+] (sodium hydride), ICC(=O)[O-].[Na+] (sodium iodoacetate). Run in C1CCOC1 (THF). Run at temperature 25 celsius. The product is C(C1=CC=CC=C1)OCC(=O)O (benzyloxy acetic acid). The yield is 64.2%. RXN SMILES: C[C:2]1[CH:7]=[C:6](C)[CH:5]=[C:4](C)[C:3]=1[CH2:10][OH:11].[H-].[Na+].I[CH2:15][C:16]([O-:18])=[O:17].[Na+]>C1COCC1>[CH2:10]([O:11][CH2:15][C:16]([OH:18])=[O:17])[C:3]1[CH:2]=[CH:7][CH:6]=[CH:5][CH:4]=1 |f:1.2,3.4|. Procedure: (2,4,6-Trimethyl-phenyl)-methanol (4.50 g, 30 mmol) was introduced to the suspension of sodium hydride (95%, 0.84 g, 35 mmol) in dry THF (100 ml), under a nitrogen blanket and the reaction mixture was heated to reflux for one hour. After the reaction mixture cooled down to 25° C., sodium iodoacetate (7.28 g, 35 mmol) was added in one portion, and the reaction was heated to reflux for another two hours. The resulting precipitate was collected by filtration, and then dissolved into water (60 ml). ... Starting materials: COC=1C=C(C=CC1)[C@@H](C)OC(NC=1C(=NOC1C1=CC=C(C=C1)Br)C)=O ([5-(4-bromo-phenyl)-3-methyl-isoxazol-4-yl]-carbamic acid (R)-1-(3-methoxy-phenyl)-ethyl ester), C(C)OC(=O)C1(CC1)C1=CC=C(C=C1)B1OC(C(O1)(C)C)(C)C (1-[4-(4,4,5,5-tetramethyl-[1,3,2]dioxaborolan-2-yl)-phenyl]-cyclopropanecarboxylic acid ethyl ester). Yields the product C(C)OC(=O)C1(CC1)C1=CC=C(C=C1)C1=CC=C(C=C1)C1=C(C(=NO1)C)NC(=O)O[C@H](C)C1=CC(=CC=C1)OC (1-(4′-{4-[(R)-1-(3-Methoxy-phenyl)-ethoxycarbonylamino]-3-methyl-isoxazol-5-yl}-biphenyl-4-yl)-cyclopropanecarboxylic acid ethyl ester). RXN SMILES: [CH3:1][O:2][C:3]1[CH:4]=[C:5]([C@H:9]([O:11][C:12](=[O:27])[NH:13][C:14]2[C:15]([CH3:26])=[N:16][O:17][C:18]=2[C:19]2[CH:24]=[CH:23][C:22](Br)=[CH:21][CH:20]=2)[CH3:10])[CH:6]=[CH:7][CH:8]=1.[CH2:28]([O:30][C:31]([C:33]1([C:36]2[CH:41]=[CH:40][C:39](B3OC(C)(C)C(C)(C)O3)=[CH:38][CH:37]=2)[CH2:35][CH2:34]1)=[O:32])[CH3:29]>>[CH2:28]([O:30][C:31]([C:33]1([C:36]2[CH:41]=[CH:40][C:39]([C:22]3[CH:23]=[CH:24][C:19]([C:18]4[O:17][N:16]=[C:15]([CH3:26])[C:14]=4[NH:13][C:12]([O:11][C@@H:9]([C:5]4[CH:6]=[CH:7][CH:8]=[C:3]([O:2][CH3:1])[CH:4]=4)[CH3:10])=[O:27])=[CH:20][CH:21]=3)=[CH:38][CH:37]=2)[CH2:34][CH2:35]1)=[O:32])[CH3:29]. Procedure details: Prepared according to the procedure described in Example 6, Step 3 using [5-(4-bromo-phenyl)-3-methyl-isoxazol-4-yl]-carbamic acid (R)-1-(3-methoxy-phenyl)-ethyl ester and 1-[4-(4,4,5,5-tetramethyl-[1,3,2]dioxaborolan-2-yl)-phenyl]-cyclopropanecarboxylic acid ethyl ester. Starting materials: O (water), OC1=C(C=O)C=CC=C1 (2-hydroxybenzaldehyde), BrCCC1=CC=CC=C1 ((2-bromoethyl)benzene), C([O-])([O-])=O.[K+].[K+] (potassium carbonate). The solvent is C(C)(=O)OCC (ethyl acetate), CN(C)C=O (DMF). Reaction conditions: temperature 80 celsius, time 7.5 hour. The product is C1(=CC=CC=C1)CCOC1=C(C=O)C=CC=C1 (2-(2-phenylethyloxy)benzaldehyde). The yield is 34.9%. RXN SMILES: [OH:1][C:2]1[CH:9]=[CH:8][CH:7]=[CH:6][C:3]=1[CH:4]=[O:5].Br[CH2:11][CH2:12][C:13]1[CH:18]=[CH:17][CH:16]=[CH:15][CH:14]=1.C(=O)([O-])[O-].[K+].[K+].O>CN(C=O)C.C(OCC)(=O)C>[C:13]1([CH2:12][CH2:11][O:1][C:2]2[CH:9]=[CH:8][CH:7]=[CH:6][C:3]=2[CH:4]=[O:5])[CH:18]=[CH:17][CH:16]=[CH:15][CH:14]=1 |f:2.3.4|. Reported procedure: A solution of 2-hydroxybenzaldehyde (0.20 mL, 1.9 mmol) in DMF (2.0 mL) was added with (2-bromoethyl)benzene (0.39 mL, 2.8 mmol) and potassium carbonate (0.78 g, 5.6 mmol), stirred at room temperature for 3.0 hours and at 80° C. for 7.5 hours. The reaction mixture was added with water and ethyl acetate to separate the mixture into organic layer and aqueous layer and the organic layer was concentrated under reduced pressure. The residue was purified by silica gel column chromatography (hexane/eth...